Dataset: the Open Reaction Database (ORD), a public repository of structured organic reaction records. Task: describe an organic reaction: reactants, conditions, products, and yield Starting materials: Cl (hydrochloric acid), ClC1=CC=C(C=C1)N (4-chlorophenylamine), O=C(C(=O)Cl)C (2-oxopropionyl chloride). Solvent: ClCCl (dichloromethane), ClCCl (dichloromethane), C(C)N(CC)CC (triethylamine), ClCCl (dichloromethane). Reaction conditions: temperature -60 celsius, time 2 hour. Yields the product ClC1=CC=C(C=C1)NC(C(C)=O)=O (N-(4-Chlorophenyl)-2-oxopropionamide). RXN SMILES: [Cl:1][C:2]1[CH:7]=[CH:6][C:5]([NH2:8])=[CH:4][CH:3]=1.[O:9]=[C:10]([CH3:14])[C:11](Cl)=[O:12].Cl>ClCCl.C(N(CC)CC)C>[Cl:1][C:2]1[CH:7]=[CH:6][C:5]([NH:8][C:11](=[O:12])[C:10](=[O:9])[CH3:14])=[CH:4][CH:3]=1. Procedure: 26.3 g of 4-chlorophenylamine in 150 ml of dichloromethane and 35 ml of triethylamine are added, at −60° C., to 22 g of 2-oxopropionyl chloride (prepared according to Synthesis, 1975, 163-164 from 2-oxopropionic acid and 1,1-dichlorodimethyl ether) in 350 ml of dichloromethane. The reaction mixture is stirred at −60° C. for 2 hours and then 200 ml of a 0.15N aqueous hydrochloric acid solution and 500 ml of dichloromethane are added at −30° C. The organic phase is extracted, washed with a 0.25N a...